Dataset: the Open Reaction Database (ORD), a public repository of structured organic reaction records. Task: describe an organic reaction: reactants, conditions, products, and yield The reactants are [H-].[Na+] (NaH), ice water, [I-].C[S+](=O)(C)C (trimethylsulfoxonium iodide), ClC=1C=C(C(=O)C2=CC=CC=C2)C=CC1 (3-chlorobenzophenone). The solvent is CS(=O)C (DMSO). Reaction conditions: temperature 55 celsius, time 0.5 hour. The product is ClC=1C=C(C=CC1)C1(OC1)C1=CC=CC=C1 (2-(3-Chlorophenyl)-2-phenyl oxirane). RXN SMILES: [H-].[Na+].[I-].[CH3:4][S+](C)(C)=O.[Cl:9][C:10]1[CH:11]=[C:12]([CH:21]=[CH:22][CH:23]=1)[C:13]([C:15]1[CH:20]=[CH:19][CH:18]=[CH:17][CH:16]=1)=[O:14]>CS(C)=O>[Cl:9][C:10]1[CH:11]=[C:12]([C:13]2([C:15]3[CH:20]=[CH:19][CH:18]=[CH:17][CH:16]=3)[CH2:4][O:14]2)[CH:21]=[CH:22][CH:23]=1 |f:0.1,2.3|. Procedure details: A 250 mL-round bottom flask was charged with NaH (60% dispersion in mineral oil) (1.92 g, 0.048 mol), washed with petroleum ether, then treated with dry DMSO (40 mL) under N2. To this reaction mixture was added trimethylsulfoxonium iodide (10.56 g, 0.048 mol) through a solid addition funnel over 15 min. After stirring for 0.5 hr, a solution of 3-chlorobenzophenone (8.66 g, 0.04 mol) in DMSO (15 mL) was added dropwise, and the mixture was heated at 55° C. for 2 hr. The mixture was added to ice-wa... Yield: 109.4%. The product is Cl.Cl.N1C(CCCC1)CCC1CCCCC(N1)=N (hexahydro-7-[2-(2-piperidinyl)ethyl]-2H-azepin-2-imine, dihydrochloride). Reaction SMILES: [ClH:1].[N:2]1[CH:7]=[CH:6][CH:5]=[CH:4][C:3]=1[CH2:8][CH2:9][CH:10]1[NH:16][C:15](=[NH:17])[CH2:14][CH2:13][CH2:12][CH2:11]1.C(O)C.[H][H]>Cl.[Pt]=O>[ClH:1].[ClH:1].[NH:2]1[CH2:7][CH2:6][CH2:5][CH2:4][CH:3]1[CH2:8][CH2:9][CH:10]1[NH:16][C:15](=[NH:17])[CH2:14][CH2:13][CH2:12][CH2:11]1 |f:0.1,6.7.8|. The solvent is Cl (HCl), Cl (HCl). Starting materials: Cl.N1=C(C=CC=C1)CCC1CCCCC(N1)=N (hexahydro-7-[2-(2-pyridinyl)ethyl]-2H-azepin-2-imine, monohydrochloride), C(C)O (ethanol), [H][H] (hydrogen). Procedure details: The product of Example 290 (138 mg, 0.5 mmol), platinum oxide (100 mg), conc HCl (0.5 mL) and ethanol (30 mL) were shaken on a Parr hydrogenator at 55 psi of hydrogen overnight. Filtration and concentration in vacuo gave a colorless oil. The oil was purified by C-18 reverse phase chromatography eluting with a CH3CN/H2O (0.05% TFA) gradient to give a white solid. The solid was dissolved in 1N HCl and lyophilized to afford the title product as a colorless foam (81 mg, 55% yield). The reagents and catalysts are [Pt]=O (platinum oxide). Reactants: C([O-])(O)=O.[Na+] (sodium bicarbonate), COC=1C(=CC=CC1)N (o-anisidine), [N+](=O)([O-])C1=CC=C(C(=O)O)C=C1 (4-nitrobenzoic acid), Cl.CN(CCCN=C=NCC)C (1-(3-dimethylaminopropyl)-3-ethylcarbodiimide hydrochloride). Solvent: C(Cl)Cl (methylene chloride). Run at time 1 hour. Yields the product [N+](=O)([O-])C1=CC=C(C(=O)NC2=C(C=CC=C2)OC)C=C1 (4-Nitro-N-(2-methoxyphenyl)benzamide). Isolated yield 87.5%. As a reaction SMILES: Cl.CN(C)CCCN=C=NCC.[CH3:13][O:14][C:15]1[C:16]([NH2:21])=[CH:17][CH:18]=[CH:19][CH:20]=1.[N+:22]([C:25]1[CH:33]=[CH:32][C:28]([C:29](O)=[O:30])=[CH:27][CH:26]=1)([O-:24])=[O:23].C(=O)(O)[O-].[Na+]>C(Cl)Cl>[N+:22]([C:25]1[CH:26]=[CH:27][C:28]([C:29]([NH:21][C:16]2[CH:17]=[CH:18][CH:19]=[CH:20][C:15]=2[O:14][CH3:13])=[O:30])=[CH:32][CH:33]=1)([O-:24])=[O:23] |f:0.1,4.5|. Reported procedure: With cooling in an ice bath, 1-(3-dimethylaminopropyl)-3-ethylcarbodiimide hydrochloride (EDC.HCl) (630 mg, 3.29 mmol) was added to 15 ml of methylene chloride solution containing o-anisidine (368 mg, 2.99 mmol) and 4-nitrobenzoic acid (500 mg, 2.99 mmol). After 1 hour of stirring at the same temperature, the reaction mixture was roughly adjusted to pH 8 with saturated sodium bicarbonate aqueous solution, extracted with methylene chloride and then washed with water and saturated brine in that or... Starting materials: CS(C)=O, COCCCCl, Cl, [H-], [I-], [Na+], [Na+], O=Cc1cccc(O)c1O. Yields the product COCCCOc1cccc(C=O)c1O. RXN SMILES: [CH3:22][S:23](=[O:24])[CH3:25].[Cl:13][CH2:14][CH2:15][CH2:16][O:17][CH3:18].[ClH:21].[H-:11].[I-:20].[Na+:12].[Na+:19].[OH:1][c:2]1[c:3]([CH:4]=[O:5])[cH:6][cH:7][cH:8][c:9]1[OH:10]>>[OH:1][c:2]1[c:3]([CH:4]=[O:5])[cH:6][cH:7][cH:8][c:9]1[O:10][CH2:14][CH2:15][CH2:16][O:17][CH3:18]. Reported procedure: The same method as in Example 3 was conducted using 7-cyclopropylmethyl-5,6,7,8-tetrahydro-4H-furo[2,3-c]azepin-4-ol (Reference Example 39) instead of 6-methyl-4,5,6,7-tetrahydrothieno[2,3-c]pyridin-4-ol (Reference Example 6) and was conducted using 4-carbamoyl-2-chloro-1-fluorobenzene instead of 1,3-difluorobenzene to give the objective compound. Product: Cl.C(N)(=O)C1=CC(=C(C=C1)OC1C2=C(CN(CC1)CC1CC1)OC=C2)Cl (4-(4-Carbamoyl-2-chlorophenyloxy)-7-cyclopropylmethyl-5,6,7,8-tetrahydro-4H-furo[2,3-c]azepine hydrochloride). As a reaction SMILES: [CH:1]1([CH2:4][N:5]2[CH2:11][CH2:10][CH:9]([OH:12])[C:8]3[CH:13]=[CH:14][O:15][C:7]=3[CH2:6]2)[CH2:3][CH2:2]1.[C:16]([C:19]1[CH:24]=[CH:23][C:22](F)=[C:21]([Cl:26])[CH:20]=1)(=[O:18])[NH2:17]>>[ClH:26].[C:16]([C:19]1[CH:24]=[CH:23][C:22]([O:12][CH:9]2[CH2:10][CH2:11][N:5]([CH2:4][CH:1]3[CH2:2][CH2:3]3)[CH2:6][C:7]3[O:15][CH:14]=[CH:13][C:8]2=3)=[C:21]([Cl:26])[CH:20]=1)(=[O:18])[NH2:17] |f:2.3|. Starting materials: C1(CC1)CN1CC2=C(C(CC1)O)C=CO2 (7-cyclopropylmethyl-5,6,7,8-tetrahydro-4H-furo[2,3-c]azepin-4-ol), C(N)(=O)C1=CC(=C(C=C1)F)Cl (4-carbamoyl-2-chloro-1-fluorobenzene). Reactants: COC1=NS(N=C1OC)=O (3,4-dimethoxy-1,2,5-thiadiazole 1-oxide), N(C(=N)N)C1=NC(=NS1)CSCCN (2-[(5-guanidino-1,2,4-thiadiazol-3-yl)methylthio]ethylamine), N (ammonia). The product is NC1=NS(N=C1NCCSCC1=NSC(=N1)NC(=N)N)=O (3-Amino-4-{2-[(5-guanidino-1,2,4-thiadiazol-3-yl)methylthio]ethylamino}-1,2,5-thiadiazole 1-oxide). As a reaction SMILES: CO[C:3]1[C:7](OC)=[N:6][S:5](=[O:10])[N:4]=1.[NH:11]([C:15]1[S:19][N:18]=[C:17]([CH2:20][S:21][CH2:22][CH2:23][NH2:24])[N:16]=1)[C:12]([NH2:14])=[NH:13].[NH3:25]>>[NH2:25][C:3]1[C:7]([NH:24][CH2:23][CH2:22][S:21][CH2:20][C:17]2[N:16]=[C:15]([NH:11][C:12]([NH2:14])=[NH:13])[S:19][N:18]=2)=[N:6][S:5](=[O:10])[N:4]=1. Procedure: When a methanolic solution of 3,4-dimethoxy-1,2,5-thiadiazole 1-oxide is successively treated with an equimolar amount of 2-[(5-guanidino-1,2,4-thiadiazol-3-yl)methylthio]ethylamine and excess ammonia, the title compound is thereby produced. The reactants are ClC1=CC=C(CN2C(=CC3=CC=CC=C23)C(=O)N2CCC(CC2)C(=O)O)C=C1 (1-(1-(4-chlorobenzyl)-1H-indole-2-carbonyl)piperidine-4-carboxylic acid), C(C)N=C=NCCCN(C)C (1-ethyl-3-(3-dimethylaminopropyl) carbodiimide), ON1N=NC2=C1C=CC=C2 (1-Hydroxybenzotriazole), C(C)(C)N(C(C)C)CC (N,N-Diisopropylethylamine), CNCC1=CC=CC=C1 (N-methyl-1-phenylmethanamine). Solvent: O (water), C(C)(=O)OCC (ethyl acetate), C(Cl)Cl (DCM), C(Cl)Cl (DCM). Reaction conditions: time 8 hour. The product is C(C1=CC=CC=C1)N(C(=O)C1CCN(CC1)C(=O)C=1N(C2=CC=CC=C2C1)CC1=CC=C(C=C1)Cl)C (N-benzyl-1-(1-(4-chlorobenzyl)-1H-indole-2-carbonyl)-N-methylpiperidine-4-carboxamide). RXN SMILES: [Cl:1][C:2]1[CH:28]=[CH:27][C:5]([CH2:6][N:7]2[C:15]3[C:10](=[CH:11][CH:12]=[CH:13][CH:14]=3)[CH:9]=[C:8]2[C:16]([N:18]2[CH2:23][CH2:22][CH:21]([C:24](O)=[O:25])[CH2:20][CH2:19]2)=[O:17])=[CH:4][CH:3]=1.C(N=C=NCCCN(C)C)C.ON1C2C=CC=CC=2N=N1.C(N(CC)C(C)C)(C)C.[CH3:59][NH:60][CH2:61][C:62]1[CH:67]=[CH:66][CH:65]=[CH:64][CH:63]=1>C(Cl)Cl.O.C(OCC)(=O)C>[CH2:61]([N:60]([CH3:59])[C:24]([CH:21]1[CH2:22][CH2:23][N:18]([C:16]([C:8]2[N:7]([CH2:6][C:5]3[CH:4]=[CH:3][C:2]([Cl:1])=[CH:28][CH:27]=3)[C:15]3[C:10]([CH:9]=2)=[CH:11][CH:12]=[CH:13][CH:14]=3)=[O:17])[CH2:19][CH2:20]1)=[O:25])[C:62]1[CH:67]=[CH:66][CH:65]=[CH:64][CH:63]=1. Reported procedure: 1-(1-(4-chlorobenzyl)-1H-indole-2-carbonyl)piperidine-4-carboxylic acid (150 mg, 0.378 mmol), 1-ethyl-3-(3-dimethylaminopropyl) carbodiimide (145 mg, 0.756 mmol), and 1-Hydroxybenzotriazole (102 mg, 0.756 mmol) were dissolved in 2.0 mL of DCM. The reaction was allowed to stir for 10 minutes before N,N-Diisopropylethylamine (132 μL, 0.756 mmol) and N-methyl-1-phenylmethanamine (45.8 mg, 0.378 mmol) were added as a 1.0 mL DCM solution. The reaction was allowed to stir overnight. The reaction was d... Reactants: NC1=C(C=CC=C1C(C1=CC=CC=C1)=O)CC(=O)OC (methyl 2-amino-3-benzoylphenylacetate), yellow oil, C(#N)[BH3-].[Na+] (sodium cyanoborohydride), C=O (formaldehyde), C(C)#N (acetonitrile). Run in C(C)(=O)O (acetic acid), C(C)(=O)O (acetic acid), CCOCC (ether). Reaction conditions: time 2 hour. Yields the product CN(C1=C(C=CC=C1C(C1=CC=CC=C1)=O)CC(=O)OC)C (Methyl 2-dimethylamino-3-benzoylphenylacetate). Reaction SMILES: N[C:2]1[C:7]([C:8](=[O:15])[C:9]2[CH:14]=[CH:13][CH:12]=[CH:11][CH:10]=2)=[CH:6][CH:5]=[CH:4][C:3]=1[CH2:16][C:17]([O:19][CH3:20])=[O:18].C=O.[C:23](#N)C.[C:26]([BH3-])#[N:27].[Na+]>CCOCC.C(O)(=O)C>[CH3:23][N:27]([CH3:26])[C:2]1[C:7]([C:8](=[O:15])[C:9]2[CH:14]=[CH:13][CH:12]=[CH:11][CH:10]=2)=[CH:6][CH:5]=[CH:4][C:3]=1[CH2:16][C:17]([O:19][CH3:20])=[O:18] |f:3.4|. Reported procedure: A stirred solution of 4.6 gms. (0.0165 mole) of methyl 2-amino-3-benzoylphenylacetate and 13.2 ml. (0.165 mole) of 37% formaldehyde in 66 ml. of acetonitrile was treated with 3.14 gms. (0.0495 mole) of sodium cyanoborohydride. Glacial acetic acid (1.65 ml.) was added over a 10 minute period and stirring contained for 2.0 hrs. at room temperature. An additional 1.65 ml. of glacial acetic acid was added and the mixture stirred over a weekend (co. 65 hours). The mixture was diluted with ether and t... Starting materials: C([C@@H](O)[C@H](O)C(=O)O)(=O)O (D-tartaric acid), C(C(C)C)(=O)Cl (isobutyryl chloride). Solvent: C1(=CC=CC=C1)C (toluene), CCOCC (ether), CCCCCC (hexane). Run at time 22 hour. Yields the product O=C1OC([C@H]([C@@H]1OC(C(C)C)=O)OC(C(C)C)=O)=O ((3S,4S)-2,5-Dioxo-3,4-diisobutyroyloxy-3,4-dihydrofuran). Isolated yield 70.6%. As a reaction SMILES: [C:1]([OH:10])(=[O:9])[C@H:2]([C@@H:4]([C:6]([OH:8])=O)[OH:5])[OH:3].[C:11](Cl)(=[O:15])[CH:12]([CH3:14])[CH3:13]>C1(C)C=CC=CC=1.CCOCC.CCCCCC>[O:10]=[C:1]1[C@@H:2]([O:3][C:11](=[O:15])[CH:12]([CH3:14])[CH3:13])[C@H:4]([O:5][C:11](=[O:15])[CH:12]([CH3:14])[CH3:13])[C:6](=[O:8])[O:9]1. Procedure: To a suspension of D-tartaric acid (5.0 g, 33.3 mmol) in toluene (60 mL) was added isobutyryl chloride (11.3 mL, 107 mmol). The resulting suspension was heated to reflux and stirred for 22 h at reflux temperature. The reaction mixture was then concentrated in vacuo to afford a crystalline solid, which was suspended in a mixture of ether and hexane (1:3), filtered, washed with hexane and dried to afford the desired compound (2a) as a white crystalline solid (6.4 g, 71%). 1H-NMR (400 MHz, CDCl3): ... Starting materials: C(C1=CC=CC=C1)C1CCNCC1 (4-benzylpiperidine), C([O-])([O-])=O.[Na+].[Na+] (sodium carbonate), BrC(C(=O)C1=CC=CC=C1)C (2-bromopropiophenone). Run in C(C)O (ethanol). The product is C(C1=CC=CC=C1)C1CCN(CC1)C(C(=O)C1=CC=CC=C1)C (2-(4-Benzylpiperidino)-propiophenone). Reaction SMILES: [CH2:1]([CH:8]1[CH2:13][CH2:12][NH:11][CH2:10][CH2:9]1)[C:2]1[CH:7]=[CH:6][CH:5]=[CH:4][CH:3]=1.C(=O)([O-])[O-].[Na+].[Na+].Br[CH:21]([CH3:30])[C:22]([C:24]1[CH:29]=[CH:28][CH:27]=[CH:26][CH:25]=1)=[O:23]>C(O)C>[CH2:1]([CH:8]1[CH2:13][CH2:12][N:11]([CH:21]([CH3:30])[C:22]([C:24]2[CH:29]=[CH:28][CH:27]=[CH:26][CH:25]=2)=[O:23])[CH2:10][CH2:9]1)[C:2]1[CH:7]=[CH:6][CH:5]=[CH:4][CH:3]=1 |f:1.2.3|. Procedure details: 17.5 g (0.1 mol) of 4-benzylpiperidine and then 12 g of sodium carbonate are added to a solution of 21.3 g (0.1 mol) of 2-bromopropiophenone in 100 ml of ethanol, and the mixture is heated under reflux for 2 hours. It is then filtered and the solvent is driven off. An oil remains, which is used as such in the subsequent reduction.